Dataset: the Open Reaction Database (ORD), a public repository of structured organic reaction records. Task: describe an organic reaction: reactants, conditions, products, and yield The reactants are [Cl-].C(=O)(O)CC[P+](C1=CC=CC=C1)(C1=CC=CC=C1)C1=CC=CC=C1 ((2-carboxyethyl)triphenylphosphonium chloride), Cl (HCl), [H-].[Na+] (NaH), S1C=C(C=C1)C=O (3-thiophene carboxaldehyde). The solvent is O (H2O), C1CCOC1 (THF), CS(=O)C (dimethylsulfoxide). Conditions: temperature -60 celsius, time 16 hour. Yields the product S1C=C(C=C1)C=CCC(=O)O (4-(3-thienyl)-3-butenoic acid). Isolated yield 61.4%. Reaction SMILES: [H-].[Na+].[Cl-].[C:4]([CH2:7][CH2:8][P+](C1C=CC=CC=1)(C1C=CC=CC=1)C1C=CC=CC=1)([OH:6])=[O:5].[S:28]1[CH:32]=[CH:31][C:30]([CH:33]=O)=[CH:29]1.Cl>C1COCC1.CS(C)=O.O>[S:28]1[CH:32]=[CH:31][C:30]([CH:33]=[CH:8][CH2:7][C:4]([OH:6])=[O:5])=[CH:29]1 |f:0.1,2.3|. Procedure details: To a stirring suspension of 1.60 g (67 mmol) of NaH in 20 mL of THF cooled to -60° C. was added a solution of 12.36 g (33 mmol) of (2-carboxyethyl)triphenylphosphonium chloride (28), prepared in the manner described above in Example 28, and 3.75 g (33 mmol) of 3-thiophene carboxaldehyde in 40 mL of dimethylsulfoxide (DMSO)/THF (3:1). The reaction was stirred for 16 hours at -20° C., and then for 6 hours at 0° C. The reaction was then added to cold H2O. The pH was adjusted to 2 with 2 N HCl. The ...